This data is from the Open Reaction Database (ORD), a public repository of structured organic reaction records. The task is: describe an organic reaction: reactants, conditions, products, and yield The product is NS(=O)(=O)c1cc(F)c(C(F)(F)F)cc1NC(=O)c1ccccc1. Reactants: O=C(Cl)c1ccccc1, Nc1cc(C(F)(F)F)c(F)cc1S(N)(=O)=O, c1ccccc1. RXN SMILES: [C:17]([c:18]1[cH:19][cH:20][cH:21][cH:22][cH:23]1)(=[O:24])[Cl:25].[NH2:1][c:2]1[c:3]([S:13](=[O:14])(=[O:15])[NH2:16])[cH:4][c:5]([F:12])[c:6]([C:8]([F:9])([F:10])[F:11])[cH:7]1.[cH:26]1[cH:27][cH:28][cH:29][cH:30][cH:31]1>>[NH:1]([c:2]1[c:3]([S:13](=[O:14])(=[O:15])[NH2:16])[cH:4][c:5]([F:12])[c:6]([C:8]([F:9])([F:10])[F:11])[cH:7]1)[C:17]([c:18]1[cH:19][cH:20][cH:21][cH:22][cH:23]1)=[O:24].